From a dataset of the Open Reaction Database (ORD), a public repository of structured organic reaction records. describe an organic reaction: reactants, conditions, products, and yield The reactants are OC1=C2C(C[C@H]3[C@@H]4CCC([C@@]4(C)CC[C@@H]3[C@]2(CCC1=O)C)=O)=C (4-hydroxy-6-methylenandrost-4-ene-3,17-dione), C1=CC=CC=C1 (benzene), IC (iodomethane). Reaction conditions: time 2 hour. Product: COC1=C2C(C[C@H]3[C@@H]4CCC([C@@]4(C)CC[C@@H]3[C@]2(CCC1=O)C)=O)=C (4-methoxy-6-methylenandrost-4-ene-3,17-dione). The yield is 75.2%. As a reaction SMILES: [OH:1][C:2]1[C:19](=[O:20])[CH2:18][CH2:17][C@@:16]2([CH3:21])[C:3]=1[C:4](=[CH2:23])[CH2:5][C@@H:6]1[C@@H:15]2[CH2:14][CH2:13][C@@:11]2([CH3:12])[C@H:7]1[CH2:8][CH2:9][C:10]2=[O:22].[CH:24]1C=CC=CC=1.IC>>[CH3:24][O:1][C:2]1[C:19](=[O:20])[CH2:18][CH2:17][C@@:16]2([CH3:21])[C:3]=1[C:4](=[CH2:23])[CH2:5][C@@H:6]1[C@@H:15]2[CH2:14][CH2:13][C@@:11]2([CH3:12])[C@H:7]1[CH2:8][CH2:9][C:10]2=[O:22]. Reported procedure: To a solution of 4-hydroxy-6-methylenandrost-4-ene-3,17-dione (0.315 g, 1 mmole) in benzene (10 ml) potassium tert-butoxide (0.224 g, 2 mmole) is added and the mixture heated to reflux for 30 minutes. After cooling, iodomethane (0.710 g, 5 mmole) is added and the mixture boiled for a further 2 hours. Then the organic solution is washed with water, dried and evaporated in vacuum. Flash column chromatography of the residue on silica gel using n-hexane/ethyl acetate 60:40 affords 0.247 g (75% yield... Reactants: COC1=CC=C(C=C1)C=1N=C(SC1)N (4-(4-methoxy-phenyl)-thiazol-2-ylamine), ClC1=C(C(=CC(=C1)Cl)Cl)S(=O)(=O)Cl (2,4,6-trichlorobenzenesulfonyl chloride). Product: ClC1=C(C(=CC(=C1)Cl)Cl)S(=O)(=O)NC=1SC=C(N1)C1=CC=C(C=C1)OC (2,4,6-Trichloro-N-[4-(4-methoxyphenyl)-1,3-thiazol-2-yl]benzenesulfonamide), solid. Reaction SMILES: [CH3:1][O:2][C:3]1[CH:8]=[CH:7][C:6]([C:9]2[N:10]=[C:11]([NH2:14])[S:12][CH:13]=2)=[CH:5][CH:4]=1.[Cl:15][C:16]1[CH:21]=[C:20]([Cl:22])[CH:19]=[C:18]([Cl:23])[C:17]=1[S:24](Cl)(=[O:26])=[O:25]>>[Cl:15][C:16]1[CH:21]=[C:20]([Cl:22])[CH:19]=[C:18]([Cl:23])[C:17]=1[S:24]([NH:14][C:11]1[S:12][CH:13]=[C:9]([C:6]2[CH:5]=[CH:4][C:3]([O:2][CH3:1])=[CH:8][CH:7]=2)[N:10]=1)(=[O:26])=[O:25]. Procedure details: The title compound was prepared from 4-(4-methoxy-phenyl)-thiazol-2-ylamine and 2,4,6-trichlorobenzenesulfonyl chloride as described in the synthetic MEIHOD B to give a white-yellow solid (58.2 mg) with purity >90%. MS (pos) m/z 449.1, 451.1, 453.1. Starting materials: CC1CCC(C(C)C)C(OC(=O)C2COC(C)(C)O2)C1, CCO. Product: CC1CCC(C(C)C)C(OC(=O)C(O)CO)C1. As a reaction SMILES: [CH3:1][C:2]1([CH3:20])[O:3][CH2:4][CH:5]([C:7](=[O:8])[O:9][CH:10]2[CH:11]([CH:17]([CH3:18])[CH3:19])[CH2:12][CH2:13][CH:14]([CH3:16])[CH2:15]2)[O:6]1.[CH3:21][CH2:22][OH:23]>>[OH:3][CH2:4][CH:5]([OH:6])[C:7](=[O:8])[O:9][CH:10]1[CH:11]([CH:17]([CH3:18])[CH3:19])[CH2:12][CH2:13][CH:14]([CH3:16])[CH2:15]1. Reactants: O1C=CC=2CN(CCC21)S(=O)(=O)C2=CC=C(C=O)C=C2 (4-(6,7-dihydro-4H-furo[3,2-c]pyridin-5-ylsulfonyl)benzaldehyde), [Cl-].[NH4+] (ammonium chloride). The solvent is O1CCCC1 (tetrahydrofuran), C1(=CC=CC=C1)[Mg]Br (phenylmagnesium bromide), O1CCCC1 (tetrahydrofuran). Yields the product O1C=CC=2CN(CCC21)S(=O)(=O)C2=CC=C(C=C2)C(O)C2=CC=CC=C2 (4-(6,7-dihydro-4H-furo[3,2-c]pyridin-5-ylsulfonyl)phenylphenylmethanol). As a reaction SMILES: [O:1]1[C:9]2[CH2:8][CH2:7][N:6]([S:10]([C:13]3[CH:20]=[CH:19][C:16]([CH:17]=[O:18])=[CH:15][CH:14]=3)(=[O:12])=[O:11])[CH2:5][C:4]=2[CH:3]=[CH:2]1.[Cl-].[NH4+]>O1CCCC1.C1([Mg]Br)C=CC=CC=1>[O:1]1[C:9]2[CH2:8][CH2:7][N:6]([S:10]([C:13]3[CH:20]=[CH:19][C:16]([CH:17]([C:13]4[CH:20]=[CH:19][CH:16]=[CH:15][CH:14]=4)[OH:18])=[CH:15][CH:14]=3)(=[O:12])=[O:11])[CH2:5][C:4]=2[CH:3]=[CH:2]1 |f:1.2|. Procedure details: To a solution of 0.252 g (0.865 mmol) of 4-(6,7-dihydro-4H-furo[3,2-c]pyridin-5-ylsulfonyl)benzaldehyde in 30 ml of tetrahydrofuran, phenylmagnesium bromide in tetrahydrofuran (prepared from 2.0 g of bromobenzene and 0.31 g of magnesium in 30 ml of tetrahydrofuran) was added at room temperature until the starting material disappeared on TLC. To the reaction mixture, aqueous ammonium chloride was added, followed by stirring and 3 extractions with ethyl acetate. The combined organic layer was drie... Starting materials: C=C(CBr)C(=O)OC, C1CCOC1, C=Cc1ccccc1-c1[nH]c2cc(C(=O)OC)ccc2c1C1CCCCC1, [H-], [Na+]. The product is C=Cc1ccccc1-c1c(C2CCCCC2)c2ccc(C(=O)OC)cc2n1CC(=C)C(=O)OC. RXN SMILES: [Br:30][CH2:31][C:32]([C:33](=[O:34])[O:35][CH3:36])=[CH2:37].[CH2:38]1[O:39][CH2:40][CH2:41][CH2:42]1.[CH:1]1([c:7]2[c:8](-[c:20]3[c:21]([CH:26]=[CH2:27])[cH:22][cH:23][cH:24][cH:25]3)[nH:9][c:10]3[cH:11][c:12]([C:16](=[O:17])[O:18][CH3:19])[cH:13][cH:14][c:15]23)[CH2:2][CH2:3][CH2:4][CH2:5][CH2:6]1.[H-:28].[Na+:29]>>[CH:1]1([c:7]2[c:8](-[c:20]3[c:21]([CH:26]=[CH2:27])[cH:22][cH:23][cH:24][cH:25]3)[n:9]([CH2:37][C:32](=[CH2:31])[C:33](=[O:34])[O:35][CH3:36])[c:10]3[cH:11][c:12]([C:16](=[O:17])[O:18][CH3:19])[cH:13][cH:14][c:15]23)[CH2:2][CH2:3][CH2:4][CH2:5][CH2:6]1. Reactants: C([O-])([O-])=O.[Na+].[Na+] (sodium carbonate), ClC1=NC2=CC(=C(C=C2C=C1C(=O)OCC)F)F (2-chloro-3-ethoxycarbonyl-6,7-difluoroquinoline), CNCCC(=O)N (N-methyl-N-(β-aminocarbonylethyl)amine). The solvent is C1(=CC=CC=C1)C (toluene). Run at temperature 20 celsius, time 30 minute. Yields the product C(C)OC(=O)C=1C(=NC2=CC(=C(C=C2C1)F)F)N(CCC(=O)N)C (3-ethoxycarbonyl-6,7-difluoro-2-[N-methyl-N-(β-aminocarbonylethyl)amino]quinoline). Isolated yield 94.6%. Reaction SMILES: C(=O)([O-])[O-].[Na+].[Na+].Cl[C:8]1[C:17]([C:18]([O:20][CH2:21][CH3:22])=[O:19])=[CH:16][C:15]2[C:10](=[CH:11][C:12]([F:24])=[C:13]([F:23])[CH:14]=2)[N:9]=1.[CH3:25][NH:26][CH2:27][CH2:28][C:29]([NH2:31])=[O:30]>C1(C)C=CC=CC=1>[CH2:21]([O:20][C:18]([C:17]1[C:8]([N:26]([CH3:25])[CH2:27][CH2:28][C:29]([NH2:31])=[O:30])=[N:9][C:10]2[C:15]([CH:16]=1)=[CH:14][C:13]([F:23])=[C:12]([F:24])[CH:11]=2)=[O:19])[CH3:22] |f:0.1.2|. Procedure: 4.4 g of sodium carbonate are added to a solution of 4 g of 2-chloro-3-ethoxycarbonyl-6,7-difluoroquinoline and 3 g of N-methyl-N-(β-aminocarbonylethyl)amine in 40 cm3 of toluene. The suspension obtained is heated to reflux and then stirred for 2 hours 30 minutes at this temperature. The reaction mixture is then cooled to approximately 20° C. and thereafter washed with 3 times 25 cm3 of water. The organic phase is concentrated to dryness under reduced pressure (20 kPa) at approximately 50° C. 4....